Dataset: the Open Reaction Database (ORD), a public repository of structured organic reaction records. Task: describe an organic reaction: reactants, conditions, products, and yield The reactants are C1(=CC=CC=C1)CCCN1CCN(CC1)C(=O)C1NC(SC1)C=1C=NC=CC1 (1-(3-phenylpropyl)-4-[2-(3-pyridyl)thiazolidin-4-ylcarbonyl]piperazine), C(C)(=O)OC=O (formic acidacetic anhydride), C(C)(=O)OCC (Ethyl acetate), resultant mixture. Solvent: ClCCl (dichloromethane). Yields the product C(=O)N1C(SCC1C(=O)N1C(CNCC1)CCCC1=CC=CC=C1)C=1C=NC=CC1 (1-[3-formyl-2-(3-pyridyl)thiazolidin-4-ylcarbonyl]-(3-phenylpropyl)piperazine). As a reaction SMILES: C1(CCC[N:10]2[CH2:15][CH2:14][N:13]([C:16]([CH:18]3[CH2:22][S:21][CH:20]([C:23]4[CH:24]=[N:25][CH:26]=[CH:27][CH:28]=4)[NH:19]3)=[O:17])[CH2:12][CH2:11]2)C=CC=CC=1.C(O[CH:33]=[O:34])(=O)C.C(O[CH2:39][CH3:40])(=O)C>ClCCl>[CH:33]([N:19]1[CH:18]([C:16]([N:13]2[CH2:12][CH2:11][NH:10][CH2:15][CH:14]2[CH2:16][CH2:18][CH2:22][C:40]2[CH:39]=[CH:27][CH:28]=[CH:23][CH:20]=2)=[O:17])[CH2:22][S:21][CH:20]1[C:23]1[CH:24]=[N:25][CH:26]=[CH:27][CH:28]=1)=[O:34]. Reported procedure: To a solution of 40 mg of 1-(3-phenylpropyl)-4-[2-(3-pyridyl)thiazolidin-4-ylcarbonyl]piperazine in 5 ml of dichloromethane, there was added 0.5 ml of a formic acidacetic anhydride (5:3, v/v) mixture, and the resultant mixture was stirred overnight at room temperature. Ethyl acetate (20 ml) was added to the reaction mixture, the dilution was washed with 5% aqueous sodium hydrogen carbonate and with water, dried over anhydrous magnesium sulfate and concentrated under reduced pressure to give 30 m... Reactants: ClC=1C(C(=C(C(C1Cl)=O)C#N)C#N)=O (DDQ), [Si](C)(C)(C(C)(C)C)C1=C(C2=CC=CC=CC2=C1C)C (2-tert-butyldimethylsilyl-1,3-dimethylazulene), CC(=O)C (acetone), S(=S)(=O)([O-])[O-].[Na+].[Na+] (sodium thiosulfate). Run at time 1 hour. The product is [Si](C)(C)(C(C)(C)C)C1=C(C2=CC=CC=CC2=C1C=O)C=O (2-tert-butyldimethylsilyl-1,3-azulenedicarboxaldehyde). Isolated yield 89.0%. As a reaction SMILES: [Si:1]([C:8]1C(C)=[C:16]2[C:10](=[CH:11][CH:12]=[CH:13][CH:14]=[CH:15]2)[C:9]=1[CH3:19])([C:4]([CH3:7])([CH3:6])[CH3:5])([CH3:3])[CH3:2].ClC1C(=O)C(C#N)=C(C#N)C(=[O:28])C=1Cl.S([O-])([O-])(=O)=S.[Na+].[Na+].C[C:42]([CH3:44])=[O:43]>>[Si:1]([C:8]1[C:44]([CH:42]=[O:43])=[C:16]2[C:10](=[CH:11][CH:12]=[CH:13][CH:14]=[CH:15]2)[C:9]=1[CH:19]=[O:28])([C:4]([CH3:7])([CH3:6])[CH3:5])([CH3:3])[CH3:2] |f:2.3.4|. Procedure details: 90 mg of 40 (0.33 mmol) was dissolved in 5 ml of acetone at room temperature. To this solution was added 359 mg of DDQ (2,3-dichloro-5,6-dicyano-1,4-benzoquinone) (1.58 mmol) in one portion. The reaction mixture immediately turned color from blue to red as it was stirred in the dark for 1 hour. When all reactant was gone the reaction mixture was stirred with 15 ml of saturated sodium thiosulfate solution to remove unreacted DDQ for 2 min and then 15 ml of saturated sodium bicarbonate was added, ...